From a dataset of the Open Reaction Database (ORD), a public repository of structured organic reaction records. describe an organic reaction: reactants, conditions, products, and yield The reactants are FC1=NC=CC(=C1)B(O)O (2-fluoropyridin-4-ylboronic acid), ClC1=NC2=NC3=C(N2C=C1)C=CC=C3 (2-chloropyrimido[1,2-a]benzimidazole). Yields the product FC1=NC=CC(=C1)C1=NC2=NC3=C(N2C=C1)C=CC=C3 (2-(2-Fluoropyridin-4-yl)pyrimido[1,2-a]benzimidazole). As a reaction SMILES: [F:1][C:2]1[CH:7]=[C:6](B(O)O)[CH:5]=[CH:4][N:3]=1.Cl[C:12]1[CH:20]=[CH:19][N:18]2[C:14](=[N:15][C:16]3[CH:24]=[CH:23][CH:22]=[CH:21][C:17]=32)[N:13]=1>>[F:1][C:2]1[CH:7]=[C:6]([C:12]2[CH:20]=[CH:19][N:18]3[C:14](=[N:15][C:16]4[CH:24]=[CH:23][CH:22]=[CH:21][C:17]=43)[N:13]=2)[CH:5]=[CH:4][N:3]=1. Procedure details: General experimental procedure (A) for Suzuki coupling with 2-fluoropyridin-4-ylboronic acid was followed. Reaction was performed on a 40 mg scale of 2-chloropyrimido[1,2-a]benzimidazole. The residue was purified by HPLC (acetonitrile/water) to give 6.2 mg (12%) of T732 as a white solid. 1H NMR (CD3OD): δ 9.91 (1H, d, J=7.2 Hz), 8.47-8.53 (2H, m, overlapped), 8.39 (PH, d, J=7.2 Hz), 8.25 (1H, m), 8.04 (1H, m), 7.95 (1H, d, J=8.4 Hz), 7.89 (1H, m), 7.76 (1H, m); MS: 265 (M+H+). Reactants: ClC1=C(C(=CC(=C1)Cl)Cl)N=C=S (2,4,6-trichlorophenyl isothiocyanate), N\C(=C/C(=O)OCC)\C(F)(F)F (ethyl 3-amino-4,4,4-trifluorocrotonate), [H-].[Na+] (sodium hydride). The solvent is CN(C=O)C (dimethylformamide), CN(C=O)C (dimethylformamide), CN(C=O)C (dimethylformamide). Conditions: temperature 5 celsius. Product: ClC1=C(C(=CC(=C1)Cl)Cl)N1C(NC(=CC1=O)C(F)(F)F)=S (3-(2,4,6-trichlorophenyl)-6-trifluoromethyl-(1H,3H)-pyrimidine-2-thion-4-one). Isolated yield 5.7%. RXN SMILES: [NH2:1]/[C:2](/[C:9]([F:12])([F:11])[F:10])=[CH:3]\[C:4]([O:6]CC)=O.[H-].[Na+].[Cl:15][C:16]1[CH:21]=[C:20]([Cl:22])[CH:19]=[C:18]([Cl:23])[C:17]=1[N:24]=[C:25]=[S:26]>CN(C)C=O>[Cl:15][C:16]1[CH:21]=[C:20]([Cl:22])[CH:19]=[C:18]([Cl:23])[C:17]=1[N:24]1[C:4](=[O:6])[CH:3]=[C:2]([C:9]([F:10])([F:11])[F:12])[NH:1][C:25]1=[S:26] |f:1.2|. Procedure details: A 5 ml dimethylformamide solution of 3.7 g ethyl 3-amino-4,4,4-trifluorocrotonate was added dropwise to a 30 ml dimethylformamide solution of 1.0 g of sodium hydride (purity: 55%) with stirring at 5° C. The mixed solution was stirred at room temperature for 15 minutes, then cooled to 5° C. and added dropwise with a 10 ml dimethylformamide solution of 5.0 g of 2,4,6-trichlorophenyl isothiocyanate. The resulting solution was heated to room temperature and further stirred at 130° C. for 2 hours. Th... The reactants are BrCC#N (bromoacetonitrile), cuprous chloride, N1=CC=CC=C1 (pyridine), [N+](=O)([O-])C1=CC(=CC=C1)[N+](=O)[O-] (1,3-dinitrobenzene). Solvent: C(OC)COC (dimethoxyethane), C(OC)COC (dimethoxyethane), C(OC)COC (dimethoxyethane). Reaction conditions: temperature -20 celsius, time 45 minute. The product is [N+](=O)([O-])C1=C(C(=CC=C1)[N+](=O)[O-])CC#N (2,6-dinitrophenyl acetonitrile). Reaction SMILES: [N:1]1C=CC=[CH:3][CH:2]=1.[N+:7]([C:10]1[CH:15]=[CH:14][CH:13]=[C:12]([N+:16]([O-:18])=[O:17])[CH:11]=1)([O-:9])=[O:8].BrCC#N>C(COC)OC>[N+:7]([C:10]1[CH:15]=[CH:14][CH:13]=[C:12]([N+:16]([O-:18])=[O:17])[C:11]=1[CH2:3][C:2]#[N:1])([O-:9])=[O:8]. Procedure: Cuprous chloride (2.97 g, 30 mmol) is added to a goose neck additional funnel fitted to a 500 mL four neck round bottom flask with a rubber septum, thermometer, and magnetic stir bar. The flask is attached to a vacuum line and flame dried under vacuum. It is then allowed to cool to ambient temperature under argon. Potassium t-butoxide (42 mmol, 1M THF solution) is then added via syringe. The THF is carefully removed under vacuum to afford potassium t-butoxide as a white solid, and argon is reint... Starting materials: C(C)(C)(C)OC(N[C@@H](CC1=C(C=CC=C1)C#N)C(=O)F)=O ([(S)-2-(2-Cyano-phenyl)-1-fluorocarbonyl-ethyl]-carbamic acid tert-butyl ester), COC(=O)C=1N=C(SC1)N (2-amino-thiazole-4-carboxylic acid methyl ester). Solvent: O1CCOCC1 (p-dioxane). Reaction conditions: temperature 120 celsius. The product is COC(=O)C=1N=C(SC1)NC([C@H](CC1=C(C=CC=C1)C#N)NC(=O)OC(C)(C)C)=O (2-[(S)-2-tert-butoxycarbonylamino-3-(2-cyano-phenyl)-propionylamino]-thiazole-4-carboxylic acid methyl ester). Yield: 95.3%. Reaction SMILES: [C:1]([O:5][C:6](=[O:21])[NH:7][C@H:8]([C:18](F)=[O:19])[CH2:9][C:10]1[CH:15]=[CH:14][CH:13]=[CH:12][C:11]=1[C:16]#[N:17])([CH3:4])([CH3:3])[CH3:2].[CH3:22][O:23][C:24]([C:26]1[N:27]=[C:28]([NH2:31])[S:29][CH:30]=1)=[O:25]>O1CCOCC1>[CH3:22][O:23][C:24]([C:26]1[N:27]=[C:28]([NH:31][C:18](=[O:19])[C@@H:8]([NH:7][C:6]([O:5][C:1]([CH3:4])([CH3:3])[CH3:2])=[O:21])[CH2:9][C:10]2[CH:15]=[CH:14][CH:13]=[CH:12][C:11]=2[C:16]#[N:17])[S:29][CH:30]=1)=[O:25]. Procedure: [(S)-2-(2-Cyano-phenyl)-1-fluorocarbonyl-ethyl]-carbamic acid tert-butyl ester (2.4 g, 8.2 mmol) and 2-amino-thiazole-4-carboxylic acid methyl ester (1.24 g, 7.8 mmol) were dissolved in p-dioxane (40 mL). The mixture was heated in a sealed tube under microwave irradiation at 120° C. for 15 minutes The solution was concentrated, and the residue was purified by chromatography over silica gel eluted with 1:1 ethyl acetate/hexanes to give 2-[(S)-2-tert-butoxycarbonylamino-3-(2-cyano-phenyl)-propiony... Reactants: NC1[C@@H]2N(C(=C(CS2)C=CC(=O)OCC)C(=O)OC(C)(C)C)C1=O (tert-butyl 7-amino-3-(2'-ethoxycarbonylvinyl)-3-cephem-4-carboxylate), acid chloride, OC(C(=O)O)C1=CC=CC=C1 (2-hydroxy-2-phenylacetic acid). The product is C(C)OC(=O)C=CC=1CS[C@H]2N(C1C(=O)O)C(C2NC(C(C2=CC=CC=C2)O)=O)=O (3-(2'-ethoxycarbonylvinyl)-7-(2'-hydroxy-2'-phenylacetamido)-3-cephem-4-carboxylic acid). RXN SMILES: [NH2:1][CH:2]1[C:23](=[O:24])[N:4]2[C:5]([C:16]([O:18]C(C)(C)C)=[O:17])=[C:6]([CH:9]=[CH:10][C:11]([O:13][CH2:14][CH3:15])=[O:12])[CH2:7][S:8][C@H:3]12.[OH:25][CH:26]([C:30]1[CH:35]=[CH:34][CH:33]=[CH:32][CH:31]=1)[C:27](O)=[O:28]>>[CH2:14]([O:13][C:11]([CH:10]=[CH:9][C:6]1[CH2:7][S:8][C@@H:3]2[CH:2]([NH:1][C:27](=[O:28])[CH:26]([OH:25])[C:30]3[CH:35]=[CH:34][CH:33]=[CH:32][CH:31]=3)[C:23](=[O:24])[N:4]2[C:5]=1[C:16]([OH:18])=[O:17])=[O:12])[CH3:15]. Reported procedure: Following the general procedure of Example 9, a salt of tert-butyl 7-amino-3-(2'-ethoxycarbonylvinyl)-3-cephem-4-carboxylate was acylated with the acid chloride derivative of 2-hydroxy-2-phenylacetic acid (mandelic acid), and after ester group removal the title compound was obtained as product. Starting materials: O (water), CN1CCC(CC1)=O (1-methyl-4-piperidone), Cl.COC1=C(CN)C=CC(=C1)OC (2,4-dimethoxybenzylamine hydrochloride), SCC(=O)O (mercaptoacetic acid). The solvent is C1=CC=CC=C1 (benzene). The product is COC1=C(CN2C(CSC23CCN(CC3)C)=O)C=CC(=C1)OC (4-(2,4-Dimethoxybenzyl)-8-methyl-1-thia-4,8-diaza-spiro[4.5]decan-3-one). Yield: 15.0%. Reaction SMILES: [CH3:1][N:2]1[CH2:7][CH2:6][C:5](=O)[CH2:4][CH2:3]1.Cl.[CH3:10][O:11][C:12]1[CH:19]=[C:18]([O:20][CH3:21])[CH:17]=[CH:16][C:13]=1[CH2:14][NH2:15].[SH:22][CH2:23][C:24](O)=[O:25].O>C1C=CC=CC=1>[CH3:10][O:11][C:12]1[CH:19]=[C:18]([O:20][CH3:21])[CH:17]=[CH:16][C:13]=1[CH2:14][N:15]1[C:5]2([CH2:6][CH2:7][N:2]([CH3:1])[CH2:3][CH2:4]2)[S:22][CH2:23][C:24]1=[O:25] |f:1.2|. Procedure details: In a three-necked flask equipped with a magnetic stirrer and Dean-Stark a solution of 1-methyl-4-piperidone (0.27 ml, 2.4 mmol), 2,4-dimethoxybenzylamine hydrochloride (0.72 gr, 3.5 mmol) and mercaptoacetic acid (0.24 ml, 3.5 mmol) in benzene (5 ml) was refluxed for 3 h. The reaction mixture was cooled to room temperature, water (10 ml) was added and the organic phase was separated. The pH of the aqueous phase was adjusted to pH 10 with 2.5N aqueous sodium hydroxide solution and then the aqueous... Reactants: O (Water), NC1=CC=C(O1)C(=O)OC (methyl 5-amino-2-furancarboxylate), N1=CC=CC=C1 (pyridine), ClC(=O)OCC(Cl)(Cl)Cl (2,2,2-trichloroethyl chloroformate). Solvent: O1CCCC1 (tetrahydrofuran). Product: ClC(COC(=O)NC1=CC=C(O1)C(=O)OC)(Cl)Cl (Methyl 5-{[(2,2,2-trichloroethoxy)carbonyl]amino}-2-furoate). RXN SMILES: [NH2:1][C:2]1[O:6][C:5]([C:7]([O:9][CH3:10])=[O:8])=[CH:4][CH:3]=1.N1C=CC=CC=1.Cl[C:18]([O:20][CH2:21][C:22]([Cl:25])([Cl:24])[Cl:23])=[O:19].O>O1CCCC1>[Cl:23][C:22]([Cl:25])([Cl:24])[CH2:21][O:20][C:18]([NH:1][C:2]1[O:6][C:5]([C:7]([O:9][CH3:10])=[O:8])=[CH:4][CH:3]=1)=[O:19]. Reported procedure: To a solution of methyl 5-amino-2-furancarboxylate (1.00 g, 7.09 mmol) and pyridine (1.72 ml, 21.3 mmol) in tetrahydrofuran (24 ml) was added, under ice-cooling, 2,2,2-trichloroethyl chloroformate (1.96 ml, 14.2 mmol), and the mixture was stirred at room temperature for 1 hour and half. Water was poured to the reaction mixture, and the resulting solution was extracted with ethyl acetate. The extract was washed with water and dried over anhydrous magnesium sulfate, and the solvent was distilled o...